From a dataset of the Open Reaction Database (ORD), a public repository of structured organic reaction records. describe an organic reaction: reactants, conditions, products, and yield Starting materials: CC(O[Si](C)(C)C(C)(C)C)C1C(=O)N([Si](C)(C)C(C)(C)C)C1CC=O, [Li]CCCC, CC(=O)OCc1ccccc1, CC(C)NC(C)C, C1CCOC1. Yields the product CC(O[Si](C)(C)C(C)(C)C)C1C(=O)N([Si](C)(C)C(C)(C)C)C1CC(O)CC(=O)OCc1ccccc1. Reaction SMILES: [C:24]([CH3:25])([CH3:26])([CH3:27])[Si:28]([N:29]1[C:30](=[O:46])[CH:31]([CH:36]([CH3:37])[O:38][Si:39]([CH3:40])([CH3:41])[C:42]([CH3:43])([CH3:44])[CH3:45])[CH:32]1[CH2:33][CH:34]=[O:35])([CH3:47])[CH3:48].[CH2:1]([Li:2])[CH2:3][CH2:4][CH3:5].[CH3:13][C:14](=[O:15])[O:16][CH2:17][c:18]1[cH:19][cH:20][cH:21][cH:22][cH:23]1.[CH:6]([NH:7][CH:8]([CH3:9])[CH3:10])([CH3:11])[CH3:12].[O:49]1[CH2:50][CH2:51][CH2:52][CH2:53]1>>[CH2:13]([C:14](=[O:15])[O:16][CH2:17][c:18]1[cH:19][cH:20][cH:21][cH:22][cH:23]1)[CH:34]([CH2:33][CH:32]1[N:29]([Si:28]([C:24]([CH3:25])([CH3:26])[CH3:27])([CH3:47])[CH3:48])[C:30](=[O:46])[CH:31]1[CH:36]([CH3:37])[O:38][Si:39]([CH3:40])([CH3:41])[C:42]([CH3:43])([CH3:44])[CH3:45])[OH:35]. The reactants are ClC1=NC(=NC(=C1)Cl)C (4,6-dichloro-2-methylpyrimidine), C(C=C)(=O)OC (methyl acrylate), C(C)N(C(C)C)C(C)C (N-ethyldiisopropylamine), O (Water). The reagents and catalysts are [Cl-].C(CCC)[N+](CCCC)(CCCC)CCCC (tetrabutylammonium chloride), C=1C=CC(=CC1)/C=C/C(=O)/C=C/C2=CC=CC=C2.C=1C=CC(=CC1)/C=C/C(=O)/C=C/C2=CC=CC=C2.C=1C=CC(=CC1)/C=C/C(=O)/C=C/C2=CC=CC=C2.[Pd].[Pd] (tris(dibenzylideneacetone)dipalladium). The solvent is CN(C)C=O (DMF). Run at temperature 90 celsius, time 15 hour. The product is ClC1=CC(=NC(=N1)C)C=CC(=O)OC (methyl 3-(6-chloro-2-methylpyrimidin-4-yl)acrylate). Isolated yield 37.5%. RXN SMILES: Cl[C:2]1[CH:7]=[C:6]([Cl:8])[N:5]=[C:4]([CH3:9])[N:3]=1.[C:10]([O:14][CH3:15])(=[O:13])[CH:11]=[CH2:12].C(N(C(C)C)C(C)C)C.O>CN(C=O)C.[Cl-].C([N+](CCCC)(CCCC)CCCC)CCC.C1C=CC(/C=C/C(/C=C/C2C=CC=CC=2)=O)=CC=1.C1C=CC(/C=C/C(/C=C/C2C=CC=CC=2)=O)=CC=1.C1C=CC(/C=C/C(/C=C/C2C=CC=CC=2)=O)=CC=1.[Pd].[Pd]>[Cl:8][C:6]1[N:5]=[C:4]([CH3:9])[N:3]=[C:2]([CH:12]=[CH:11][C:10]([O:14][CH3:15])=[O:13])[CH:7]=1 |f:5.6,7.8.9.10.11|. Procedure: To a solution of 4,6-dichloro-2-methylpyrimidine (2.45 g) and methyl acrylate (3.87 g) in DMF (20 mL) were added tris(dibenzylideneacetone)dipalladium (680 mg), N-ethyldiisopropylamine (3.90 g) and tetrabutylammonium chloride (82 mg) under a nitrogen atmosphere, and the mixture was stirred at 90° C. for 15 hr. Water was added to the reaction mixture, and the mixture was extracted with ethyl acetate. The organic layer was washed with saturated brine, and dried over anhydrous sodium sulfate. The r... The reactants are O=C([O-])[O-], C#CCBr, CN(C)C=O, Oc1cc(-c2ncc(C(F)(F)F)cc2Cl)ccc1Cl, [K+], [K+], O. The product is C#CCOc1cc(-c2ncc(C(F)(F)F)cc2Cl)ccc1Cl. RXN SMILES: [C:24](=[O:25])([O-:26])[O-:27].[CH2:1]([C:2]#[CH:3])[Br:4].[CH3:30][N:31]([CH3:32])[CH:33]=[O:34].[Cl:5][c:6]1[c:7](-[c:16]2[cH:17][c:18]([OH:23])[c:19]([Cl:22])[cH:20][cH:21]2)[n:8][cH:9][c:10]([C:12]([F:13])([F:14])[F:15])[cH:11]1.[K+:28].[K+:29].[OH2:35]>>[CH:1]#[C:2][CH2:3][O:23][c:18]1[cH:17][c:16](-[c:7]2[c:6]([Cl:5])[cH:11][c:10]([C:12]([F:13])([F:14])[F:15])[cH:9][n:8]2)[cH:21][cH:20][c:19]1[Cl:22]. RXN SMILES: [CH:1]1([NH:6][C:7]([NH:9][C@:10]([C:32]2[CH:37]=[CH:36][C:35]([F:38])=[C:34]([C:39]([F:42])([F:41])[F:40])[CH:33]=2)([C:18]2[CH:23]=[C:22]([O:24][C:25]([F:30])([F:29])[CH:26]([F:28])[F:27])[CH:21]=[C:20]([F:31])[CH:19]=2)[CH2:11][C:12]2[CH:17]=[CH:16][CH:15]=[CH:14][CH:13]=2)=[O:8])[CH2:5][CH2:4][CH2:3][CH2:2]1.[CH3:43]NC1CCCC1>CS(C)=O.C1COCC1>[CH:1]1([N:6]([CH3:43])[C:7]([NH:9][C@:10]([C:32]2[CH:37]=[CH:36][C:35]([F:38])=[C:34]([C:39]([F:42])([F:41])[F:40])[CH:33]=2)([C:18]2[CH:23]=[C:22]([O:24][C:25]([F:29])([F:30])[CH:26]([F:27])[F:28])[CH:21]=[C:20]([F:31])[CH:19]=2)[CH2:11][C:12]2[CH:13]=[CH:14][CH:15]=[CH:16][CH:17]=2)=[O:8])[CH2:5][CH2:4][CH2:3][CH2:2]1 |f:2.3|. Isolated yield 65.0%. Product: C1(CCCC1)N(C(=O)N[C@@](CC1=CC=CC=C1)(C1=CC(=CC(=C1)OC(C(F)F)(F)F)F)C1=CC(=C(C=C1)F)C(F)(F)F)C ((R)-1-cyclopentyl-3-(1-(4-fluoro-3-(trifluoromethyl)phenyl)-1-(3-fluoro-5-(1,1,2,2-tetrafluoroethoxy)phenyl)-2-phenylethyl)-1-methylurea). Reported procedure: To a solution of (R)-1-cyclopentyl-3-(1-(4-fluoro-3-(trifluoromethyl)phenyl)-1-(3-fluoro-5-(1,1,2,2-tetrafluoroethoxy)phenyl)-2-phenylethyl)urea (20 mg, 0.033 mmol), prepared as described in Procedure 3, 4, 5, 6 and 2, in DMSO/THF (0.1 mL/0.1 mL) was added N-methylcyclopentanamine (32 mg, 0.33 mmol). The resulting solution was stirred at 120° C. under microwave irradiation for 1800 sec. The reaction mixture was filtered and the solid was washed with EtOAc. The filtrate was then washed with H2O, ... Conditions: temperature 120 celsius, time 1800 second. Starting materials: C1(CCCC1)NC(=O)N[C@@](CC1=CC=CC=C1)(C1=CC(=CC(=C1)OC(C(F)F)(F)F)F)C1=CC(=C(C=C1)F)C(F)(F)F ((R)-1-cyclopentyl-3-(1-(4-fluoro-3-(trifluoromethyl)phenyl)-1-(3-fluoro-5-(1,1,2,2-tetrafluoroethoxy)phenyl)-2-phenylethyl)urea), CNC1CCCC1 (N-methylcyclopentanamine). Run in CS(=O)C.C1CCOC1 (DMSO THF). Reactants: BrC1=CC(=C(C=C1)CNC(=O)C1CC(CCC1)NC1=NC(=NC(=N1)C)NC)OC(F)(F)F (N-({4-bromo-2-[(trifluoromethyl)oxy]phenyl}methyl)-3-{[4-methyl-6-(methylamino)-1,3,5-triazin-2-yl]amino}cyclohexanecarboxamide), N1CCOCC1 (morpholine), C=1C=CC(=CC1)P(C=2C=CC=CC2)C3=CC=C4C=CC=CC4=C3C5=C6C=CC=CC6=CC=C5P(C=7C=CC=CC7)C=8C=CC=CC8 (BINAP), C([O-])([O-])=O.[Cs+].[Cs+] (cesium carbonate). The reagents and catalysts are C=1C=CC(=CC1)/C=C/C(=O)/C=C/C2=CC=CC=C2.C=1C=CC(=CC1)/C=C/C(=O)/C=C/C2=CC=CC=C2.C=1C=CC(=CC1)/C=C/C(=O)/C=C/C2=CC=CC=C2.[Pd].[Pd] (Pd2(dba)3). Run in O1CCOCC1 (1,4-Dioxane). The product is CC1=NC(=NC(=N1)NC)NC1CC(CCC1)C(=O)NCC1=C(C=C(C=C1)N1CCOCC1)OC(F)(F)F (3-{[4-methyl-6-(methylamino)-1,3,5-triazin-2-yl]amino}-N-({4-(4-morpholinyl)-2-[(trifluoromethyl)oxy]phenyl}methyl)cyclohexanecarboxamide). The yield is 19.0%. RXN SMILES: Br[C:2]1[CH:7]=[CH:6][C:5]([CH2:8][NH:9][C:10]([CH:12]2[CH2:17][CH2:16][CH2:15][CH:14]([NH:18][C:19]3[N:24]=[C:23]([CH3:25])[N:22]=[C:21]([NH:26][CH3:27])[N:20]=3)[CH2:13]2)=[O:11])=[C:4]([O:28][C:29]([F:32])([F:31])[F:30])[CH:3]=1.[NH:33]1[CH2:38][CH2:37][O:36][CH2:35][CH2:34]1.C1C=CC(P(C2C(C3C(P(C4C=CC=CC=4)C4C=CC=CC=4)=CC=C4C=3C=CC=C4)=C3C(C=CC=C3)=CC=2)C2C=CC=CC=2)=CC=1.C(=O)([O-])[O-].[Cs+].[Cs+]>O1CCOCC1.C1C=CC(/C=C/C(/C=C/C2C=CC=CC=2)=O)=CC=1.C1C=CC(/C=C/C(/C=C/C2C=CC=CC=2)=O)=CC=1.C1C=CC(/C=C/C(/C=C/C2C=CC=CC=2)=O)=CC=1.[Pd].[Pd]>[CH3:25][C:23]1[N:22]=[C:21]([NH:26][CH3:27])[N:20]=[C:19]([NH:18][CH:14]2[CH2:15][CH2:16][CH2:17][CH:12]([C:10]([NH:9][CH2:8][C:5]3[CH:6]=[CH:7][C:2]([N:33]4[CH2:38][CH2:37][O:36][CH2:35][CH2:34]4)=[CH:3][C:4]=3[O:28][C:29]([F:32])([F:31])[F:30])=[O:11])[CH2:13]2)[N:24]=1 |f:3.4.5,7.8.9.10.11|. Reported procedure: A mixture of N-({4-bromo-2-[(trifluoromethyl)oxy]phenyl}methyl)-3-{[4-methyl-6-(methylamino)-1,3,5-triazin-2-yl]amino}cyclohexanecarboxamide (60 mg, 0.116 mmol), morpholine (20.21 mg, 0.232 mmol), Pd2(dba)3 (5.31 mg, 5.80 μmol), BINAP (5.42 mg, 8.70 μmol) and cesium carbonate (76 mg, 0.232 mmol) in 1,4-Dioxane (2 ml) was irradiated via microwave reactor for 20 min at 170° C. The crude reaction mixture was passed through a 2 gram SCX ion-exchange column. The column was flushed with MeOH, then it ...